From a dataset of the Open Reaction Database (ORD), a public repository of structured organic reaction records. describe an organic reaction: reactants, conditions, products, and yield The reactants are CCCC(CCC)n1nnc2c(Oc3c(Br)cc(C(C)(C)O)cc3OC)nc(C)nc21, Cc1ccc(S(=O)(=O)O)cc1, c1ccccc1. Reaction SMILES: [Br:1][c:2]1[cH:3][c:4]([C:28]([OH:29])([CH3:30])[CH3:31])[cH:5][c:6]([O:26][CH3:27])[c:7]1[O:8][c:9]1[c:10]2[c:11]([n:12][c:13]([CH3:15])[n:14]1)[n:16]([CH:19]([CH2:20][CH2:21][CH3:22])[CH2:23][CH2:24][CH3:25])[n:17][n:18]2.[c:32]1([CH3:33])[cH:34][cH:35][c:36]([S:37]([OH:38])(=[O:39])=[O:40])[cH:41][cH:42]1.[cH:43]1[cH:44][cH:45][cH:46][cH:47][cH:48]1>>[Br:1][c:2]1[cH:3][c:4]([C:28](=[CH2:30])[CH3:31])[cH:5][c:6]([O:26][CH3:27])[c:7]1[O:8][c:9]1[c:10]2[c:11]([n:12][c:13]([CH3:15])[n:14]1)[n:16]([CH:19]([CH2:20][CH2:21][CH3:22])[CH2:23][CH2:24][CH3:25])[n:17][n:18]2. Product: C=C(C)c1cc(Br)c(Oc2nc(C)nc3c2nnn3C(CCC)CCC)c(OC)c1. Starting materials: N(=[N+]=[N-])C1C(NC2=C(CC1)C=CC=C2)=O (3-azido-2,3,4,5-tetrahydro-2-oxo-1H-1-benzazepine), ClC(C#N)=C (2-chloroacrylonitrile). Solvent: O (water). Reported procedure: A mixture of 3-azido-2,3,4,5-tetrahydro-2-oxo-1H-1-benzazepine (1.01 g) and 2-chloroacrylonitrile (0.95 g) in water (5 ml) is stirred at about 80° C. for 18 hours. Excess 2-chloroacrylonitrile is distilled off in vacuo, and the precipitated product is filtered off, washed with water and dried (yield 1.1 g; 87% of theory), m.p. 214-216° C. (recrystallization from ethyl acetate/toluene). Conditions: temperature 80 celsius, time 18 hour. RXN SMILES: [N:1]([CH:4]1[CH2:10][CH2:9][C:8]2[CH:11]=[CH:12][CH:13]=[CH:14][C:7]=2[NH:6][C:5]1=[O:15])=[N+:2]=[N-:3].Cl[C:17](=[CH2:20])[C:18]#[N:19]>O>[C:18]([C:17]1[N:3]=[N:2][N:1]([CH:4]2[CH2:10][CH2:9][C:8]3[CH:11]=[CH:12][CH:13]=[CH:14][C:7]=3[NH:6][C:5]2=[O:15])[CH:20]=1)#[N:19]. Yields the product C(#N)C=1N=NN(C1)C1C(NC2=C(CC1)C=CC=C2)=O (3-(4-Cyano-1H-1,2,3-triazol-1-yl)-2,3,4,5-tetrahydro-2-oxo-1H-1-benzazepine). The reactants are ClC1=CC=C(C=C1)O (4-chloro-phenol), ClC1=NC(=CC2=CC=CC=C12)NC1=NNC(=C1)C ((1-chloro-isoquinolin-3-yl)-(5-methyl-1H-pyrazol-3-yl)-amine). Yields the product ClC1=CC=C(OC2=NC(=CC3=CC=CC=C23)NC2=NNC(=C2)C)C=C1 ([1-(4-chloro-phenoxy)-isoquinolin-3-yl]-(5-methyl-1H-pyrazol-3-yl)-amine). As a reaction SMILES: [Cl:1][C:2]1[CH:7]=[CH:6][C:5]([OH:8])=[CH:4][CH:3]=1.Cl[C:10]1[C:19]2[C:14](=[CH:15][CH:16]=[CH:17][CH:18]=2)[CH:13]=[C:12]([NH:20][C:21]2[CH:25]=[C:24]([CH3:26])[NH:23][N:22]=2)[N:11]=1>>[Cl:1][C:2]1[CH:7]=[CH:6][C:5]([O:8][C:10]2[C:19]3[C:14](=[CH:15][CH:16]=[CH:17][CH:18]=3)[CH:13]=[C:12]([NH:20][C:21]3[CH:25]=[C:24]([CH3:26])[NH:23][N:22]=3)[N:11]=2)=[CH:4][CH:3]=1. Procedure details: Similar procedure as described in example 10 was used, starting from 4-chloro-phenol and (1-chloro-isoquinolin-3-yl)-(5-methyl-1H-pyrazol-3-yl)-amine to give [1-(4-chloro-phenoxy)-isoquinolin-3-yl]-(5-methyl-1H-pyrazol-3-yl)-amine. LC-MS m/e 352(MH+). Reactants: C12C(CC(C=C1)C2)C(=O)OC2OCCCC2 (2-tetrahydropyranyl 5-norbornene-2-carboxylate), C12C(CC(C=C1)C2)C(=O)OC(C)(C)C (tert-butyl 5-norbornene-2 carboxylate). Yields the product C12C(CC(C=C1)C2)C(=O)OC2OCCCC2.C12C(CC(C=C1)C2)C(=O)OCCO.COC(=O)C1C2CC(C1C(=O)O)C=C2.C1(\C=C/C(=O)O1)=O (2-tetrahydropyranyl 5-norbornene-2-carboxylate 2-hydroxyethyl 5-norbornene-2-carboxylate mono-methyl cis-5-norbornene-endo-2, 3-dicarboxylate maleic anhydride). Yield: 68.0%. Reaction SMILES: [CH:1]12[CH2:7][CH:4]([CH:5]=[CH:6]1)[CH2:3][CH:2]2[C:8]([O:10][CH:11]1[CH2:16][CH2:15][CH2:14][CH2:13][O:12]1)=[O:9].[CH:17]12[CH2:23][CH:20]([CH:21]=[CH:22]1)[CH2:19][CH:18]2[C:24]([O:26][C:27]([CH3:30])(C)C)=[O:25]>>[CH:1]12[CH2:7][CH:4]([CH:5]=[CH:6]1)[CH2:3][CH:2]2[C:8]([O:10][CH:11]1[CH2:16][CH2:15][CH2:14][CH2:13][O:12]1)=[O:9].[CH:17]12[CH2:23][CH:20]([CH:21]=[CH:22]1)[CH2:19][CH:18]2[C:24]([O:26][CH2:27][CH2:30][OH:9])=[O:25].[CH3:11][O:10][C:8]([CH:2]1[CH:3]([C:24]([OH:26])=[O:25])[CH:4]2[CH:5]=[CH:6][CH:1]1[CH2:7]2)=[O:9].[C:8]1(=[O:9])[O:10][C:11](=[O:12])[CH:16]=[CH:15]1 |f:2.3.4.5|. Procedure details: The same procedure described in Example 1 was repeated but 2-tetrahydropyranyl 5-norbornene-2-carboxylate, prepared according to Preparation Example III was used instead of tert-butyl 5-norbornene-2 carboxylate, to obtain the title copolymer resin (formula V) having a molecular weight of 3,000-100,000 (yield: 68%). Though the protective group of the copolymer resin thus prepared was substituted by an acetal group, etching resistance of the resin did not deteriorate and the resin had excellent se...